Dataset: the Open Reaction Database (ORD), a public repository of structured organic reaction records. Task: describe an organic reaction: reactants, conditions, products, and yield The reactants are COc1ccc(C(=O)c2ccccc2)cc1C(=O)O, CN1CCc2c(N)cccc2C1. Yields the product COc1ccc(C(=O)c2ccccc2)cc1C(=O)Nc1cccc2c1CCN(C)C2. RXN SMILES: [C:13]([c:14]1[cH:15][cH:16][cH:17][cH:18][cH:19]1)(=[O:20])[c:21]1[cH:22][cH:23][c:24]([O:30][CH3:31])[c:25]([C:26](=[O:27])[OH:28])[cH:29]1.[NH2:1][c:2]1[c:3]2[c:8]([cH:9][cH:10][cH:11]1)[CH2:7][N:6]([CH3:12])[CH2:5][CH2:4]2>>[NH:1]([c:2]1[c:3]2[c:8]([cH:9][cH:10][cH:11]1)[CH2:7][N:6]([CH3:12])[CH2:5][CH2:4]2)[C:26]([c:25]1[c:24]([O:30][CH3:31])[cH:23][cH:22][c:21]([C:13]([c:14]2[cH:15][cH:16][cH:17][cH:18][cH:19]2)=[O:20])[cH:29]1)=[O:27]. Reaction SMILES: [Cl:1][C:2]1[CH:3]=[N:4][C:5]([C:8]#[N:9])=[N:6][CH:7]=1.ClC1C=CC(C2[N:21]=[C:20]([C:22]3[CH:27]=[CH:26][C:25]([CH2:28][CH:29]([CH3:31])[CH3:30])=[CH:24][CH:23]=3)[O:19]N=2)=CN=1>>[Cl:1][C:2]1[CH:3]=[N:4][C:5]([C:8]2[N:21]=[C:20]([C:22]3[CH:27]=[CH:26][C:25]([CH2:28][CH:29]([CH3:31])[CH3:30])=[CH:24][CH:23]=3)[O:19][N:9]=2)=[N:6][CH:7]=1. Reactants: ClC=1C=NC(=NC1)C#N (5-chloropyrimidine-2-carbonitrile), ClC1=NC=C(C=C1)C1=NOC(=N1)C1=CC=C(C=C1)CC(C)C (2-Chloro-5-[5-(4-isobutylphenyl)-1,2,4-oxadiazol-3-yl]pyridine). Reported procedure: The title compound was prepared from 5-chloropyrimidine-2-carbonitrile by procedures analogous to those described in Example 4A-4B for the preparation of 2-Chloro-5-[5-(4-isobutylphenyl)-1,2,4-oxadiazol-3-yl]pyridine. The product is ClC=1C=NC(=NC1)C1=NOC(=N1)C1=CC=C(C=C1)CC(C)C (5-Chloro-2-[5-(4-isobutyl-phenyl)-[1,2,4]oxadiazol-3-yl]-pyrimidine). The reactants are ClCCl, O=S(=O)(OS(=O)(=O)C(F)(F)F)C(F)(F)F, COC(=O)CC1CCc2cc(O)c(C)cc21, c1ccncc1. The product is COC(=O)CC1CCc2cc(OS(=O)(=O)C(F)(F)F)c(C)cc21. As a reaction SMILES: [Cl:38][CH2:39][Cl:40].[F:7][C:8]([F:9])([F:10])[S:11](=[O:12])(=[O:13])[O:14][S:15]([C:16]([F:17])([F:18])[F:19])(=[O:20])=[O:21].[OH:22][c:23]1[cH:24][c:25]2[c:29]([cH:30][c:31]1[CH3:32])[CH:28]([CH2:33][C:34](=[O:35])[O:36][CH3:37])[CH2:27][CH2:26]2.[cH:1]1[cH:2][cH:3][n:4][cH:5][cH:6]1>>[F:7][C:8]([F:9])([F:10])[S:11](=[O:12])(=[O:13])[O:14][c:23]1[cH:24][c:25]2[c:29]([cH:30][c:31]1[CH3:32])[CH:28]([CH2:33][C:34](=[O:35])[O:36][CH3:37])[CH2:27][CH2:26]2. The reactants are CN(C)C=O, Fc1ccc(CCl)cc1, [Na+], [Na+], O=C([O-])[O-], COC(=O)N1CCC(Nc2nc3ccccc3[nH]2)C(C)C1. The product is COC(=O)N1CCC(Nc2nc3ccccc3n2Cc2ccc(F)cc2)C(C)C1. As a reaction SMILES: [CH3:37][N:38]([CH3:39])[CH:40]=[O:41].[Cl:22][CH2:23][c:24]1[cH:25][cH:26][c:27]([F:30])[cH:28][cH:29]1.[Na+:31].[Na+:32].[O-:33][C:34](=[O:35])[O-:36].[nH:1]1[c:2]([NH:10][CH:11]2[CH:12]([CH3:21])[CH2:13][N:14]([C:17](=[O:18])[O:19][CH3:20])[CH2:15][CH2:16]2)[n:3][c:4]2[c:5]1[cH:6][cH:7][cH:8][cH:9]2>>[n:1]1([CH2:23][c:24]2[cH:25][cH:26][c:27]([F:30])[cH:28][cH:29]2)[c:2]([NH:10][CH:11]2[CH:12]([CH3:21])[CH2:13][N:14]([C:17](=[O:18])[O:19][CH3:20])[CH2:15][CH2:16]2)[n:3][c:4]2[c:5]1[cH:6][cH:7][cH:8][cH:9]2. Starting materials: O=C([O-])O, CCO, [K+], CC(=O)C1=CCC2C3CCC4CC5OC5CC4(C)C3C(=O)CC12C, O, O=S(=O)(O)O. Product: CCOC1CC2(C)C(CCC3C4CC=C(C(C)=O)C4(C)CC(=O)C32)CC1O. RXN SMILES: [C:30](=[O:31])([OH:32])[O-:33].[CH3:36][CH2:37][OH:38].[K+:34].[O:1]1[CH:2]2[CH:3]1[CH2:4][CH:5]1[CH2:6][CH2:7][CH:8]3[CH:9]4[CH2:10][CH:11]=[C:12]([C:13]([CH3:14])=[O:15])[C:16]4([CH3:24])[CH2:17][C:18](=[O:23])[CH:19]3[C:20]1([CH3:22])[CH2:21]2.[OH2:35].[S:25](=[O:26])(=[O:27])([OH:28])[OH:29]>>[OH:1][CH:3]1[CH:2]([O:38][CH2:37][CH3:36])[CH2:21][C:20]2([CH3:22])[CH:5]([CH2:4]1)[CH2:6][CH2:7][CH:8]1[CH:9]3[CH2:10][CH:11]=[C:12]([C:13]([CH3:14])=[O:15])[C:16]3([CH3:24])[CH2:17][C:18](=[O:23])[CH:19]12. The reactants are P(O)(=O)(OP(=O)(O)OP(=O)(O)O)OC[C@@H]1[C@H](C[C@@H](O1)N1C(=O)NC(=O)C(C)=C1)ONC(=O)OCC1C2=CC=CC=C2C2=CC=CC=C12 (3′-O-(Fmoc)amino-thymidine-5′-triphosphate). The solvent is N1CCCCC1 (piperidine), CN(C)C=O (DMF). Conditions: time 30 minute. Yields the product P(O)(=O)(OP(=O)(O)OP(=O)(O)O)OC[C@@H]1[C@H](C[C@@H](O1)N1C(=O)NC(=O)C(C)=C1)ON (3′-O-amino-thymidine-5′-triphosphate). As a reaction SMILES: [P:1]([O:13][CH2:14][C@H:15]1[O:19][C@@H:18]([N:20]2[CH:28]=[C:26]([CH3:27])[C:24](=[O:25])[NH:23][C:21]2=[O:22])[CH2:17][C@@H:16]1[O:29][NH:30]C(OCC1C2C(=CC=CC=2)C2C1=CC=CC=2)=O)([O:4][P:5]([O:8][P:9]([OH:12])([OH:11])=[O:10])([OH:7])=[O:6])(=[O:3])[OH:2]>N1CCCCC1.CN(C=O)C>[P:1]([O:13][CH2:14][C@H:15]1[O:19][C@@H:18]([N:20]2[CH:28]=[C:26]([CH3:27])[C:24](=[O:25])[NH:23][C:21]2=[O:22])[CH2:17][C@@H:16]1[O:29][NH2:30])([O:4][P:5]([O:8][P:9]([OH:11])([OH:12])=[O:10])([OH:7])=[O:6])(=[O:2])[OH:3]. Reported procedure: 3′-O-(Fmoc)amino-thymidine-5′-triphosphate is dissolved in 20% piperidine in DMF (0.5 mL). The mixture is stirred at room temperature for 30 minutes and then concentrated in vacuo. The residue is redissolved in triethylammonium acetate buffer (aqueous, 10 mM; pH 7; 2 mL) and purified by rp-HPLC (C18, gradient 0-21% acetonitrile in 10 mM triethylammonium acetate over 27 minutes) to give 3′-O-amino-thymidine-5′-triphosphate as a colorless foam. The purity of the product is confirmed by analytical ... The reactants are CCO, CSc1nnc(-c2ccc(Cl)cc2)c(C)n1, NN, O. Product: Cc1nc(NN)nnc1-c1ccc(Cl)cc1. As a reaction SMILES: [CH3:20][CH2:21][OH:22].[Cl:1][c:2]1[cH:3][cH:4][c:5](-[c:8]2[c:9]([CH3:16])[n:10][c:11]([S:14][CH3:15])[n:12][n:13]2)[cH:6][cH:7]1.[NH2:18][NH2:19].[OH2:17]>>[Cl:1][c:2]1[cH:3][cH:4][c:5](-[c:8]2[c:9]([CH3:16])[n:10][c:11]([NH:18][NH2:19])[n:12][n:13]2)[cH:6][cH:7]1.